Dataset: the Open Reaction Database (ORD), a public repository of structured organic reaction records. Task: describe an organic reaction: reactants, conditions, products, and yield The reactants are O=C([O-])[O-], CC(C)(C)n1ncc(S)c(Cl)c1=O, CN(C)C=O, FC(OC(F)(F)F)C(F)(F)OCC1CCC(CBr)CC1, [K+], [K+]. Yields the product CC(C)(C)n1ncc(SCC2CCC(COC(F)(F)C(F)OC(F)(F)F)CC2)c(Cl)c1=O. As a reaction SMILES: [C:1](=[O:2])([O-:3])[O-:4].[C:7]([CH3:8])([CH3:9])([CH3:10])[n:11]1[n:12][cH:13][c:14]([SH:19])[c:15]([Cl:18])[c:16]1=[O:17].[CH3:40][N:41]([CH3:42])[CH:43]=[O:44].[F:20][C:21]([CH:22]([O:23][C:24]([F:25])([F:26])[F:27])[F:28])([O:29][CH2:30][CH:31]1[CH2:32][CH2:33][CH:34]([CH2:37][Br:38])[CH2:35][CH2:36]1)[F:39].[K+:5].[K+:6]>>[C:7]([CH3:8])([CH3:9])([CH3:10])[n:11]1[n:12][cH:13][c:14]([S:19][CH2:37][CH:34]2[CH2:33][CH2:32][CH:31]([CH2:30][O:29][C:21]([F:20])([CH:22]([O:23][C:24]([F:25])([F:26])[F:27])[F:28])[F:39])[CH2:36][CH2:35]2)[c:15]([Cl:18])[c:16]1=[O:17]. Starting materials: BrC=1C(=NC=C(C(=O)NC2=CC=C(C=C2)OC(F)(F)F)C1)N1CC(C1)(C)O (5-bromo-6-(3-hydroxy-3-methylazetidin-1-yl)-N-(4-(trifluoromethoxy)phenyl)nicotinamide), CC1=NC=C(C=N1)B1OC(C(O1)(C)C)(C)C (2-methyl-5-(4,4,5,5-tetramethyl-1,3,2-dioxaborolan-2-yl)pyrimidine). Product: OC1(CN(C1)C1=NC=C(C(=O)NC2=CC=C(C=C2)OC(F)(F)F)C=C1C=1C=NC(=NC1)C)C (6-(3-Hydroxy-3-methylazetidin-1-yl)-5-(2-methylpyrimidin-5-yl)-N-(4-(trifluoromethoxy)phenyl)nicotinamide). Reaction SMILES: Br[C:2]1[C:3]([N:22]2[CH2:25][C:24]([OH:27])([CH3:26])[CH2:23]2)=[N:4][CH:5]=[C:6]([CH:21]=1)[C:7]([NH:9][C:10]1[CH:15]=[CH:14][C:13]([O:16][C:17]([F:20])([F:19])[F:18])=[CH:12][CH:11]=1)=[O:8].[CH3:28][C:29]1[N:34]=[CH:33][C:32](B2OC(C)(C)C(C)(C)O2)=[CH:31][N:30]=1>>[OH:27][C:24]1([CH3:26])[CH2:25][N:22]([C:3]2[C:2]([C:32]3[CH:31]=[N:30][C:29]([CH3:28])=[N:34][CH:33]=3)=[CH:21][C:6]([C:7]([NH:9][C:10]3[CH:15]=[CH:14][C:13]([O:16][C:17]([F:20])([F:19])[F:18])=[CH:12][CH:11]=3)=[O:8])=[CH:5][N:4]=2)[CH2:23]1. Reported procedure: The title compound was prepared in an analogous fashion to that described in Example 128 using 5-bromo-6-(3-hydroxy-3-methylazetidin-1-yl)-N-(4-(trifluoromethoxy)phenyl)nicotinamide (Stage 128.1) and 2-methyl-5-(4,4,5,5-tetramethyl-1,3,2-dioxaborolan-2-yl)pyrimidine to afford an off-white solid. HPLC (Condition 4) tR=4.75 min, UPLC-MS (Condition 3) tR=0.95 min, m/z=460.2 [M+H]+; 1H-NMR (400 MHz, DMSO-d6) δ ppm 1.29 (s, 3H) 2.68 (s, 3H) 3.58 (s, 4H) 5.47 (s, 1H) 7.26-7.40 (m, 2H) 7.77-7.92 (m, 2H... The reactants are C(C)(=O)N1CC(C2=C(C(=C(C(=C12)C)C)OC(C)=O)C)C (N-Acetyl-5-acetoxy-3,4,6,7-Tetramethylindoline), C([O-])([O-])=O.[K+].[K+] (potassium carbonate). Run in CO (methanol). Yields the product C(C)(=O)N1CC(C2=C(C(=C(C(=C12)C)C)O)C)C (N-Acetyl-5-hydroxy-3,4,6,7-tetramethylindoline). Reaction SMILES: [C:1]([N:4]1[C:12]2[C:7](=[C:8]([CH3:19])[C:9]([O:15]C(=O)C)=[C:10]([CH3:14])[C:11]=2[CH3:13])[CH:6]([CH3:20])[CH2:5]1)(=[O:3])[CH3:2].C(=O)([O-])[O-].[K+].[K+]>CO>[C:1]([N:4]1[C:12]2[C:7](=[C:8]([CH3:19])[C:9]([OH:15])=[C:10]([CH3:14])[C:11]=2[CH3:13])[CH:6]([CH3:20])[CH2:5]1)(=[O:3])[CH3:2] |f:1.2.3|. Reported procedure: Deacetylation of 29a was achieved by reaction with potassium carbonate in methanol according to the procedure of Burkalova, et al., Biofizika 1980, 24, 989. Purification of crude material by flash column chromatography on silica gel using a solvent system of ethyl acetate/Skellysolve B (6:4, Rf =0.18) afforded 29b as a white solid, nap 171°-173° C. Spectral data: IR (Nujol) 3500, 1635, 1400, 1210 cm-1 ; 1H NMR (CD3SOCD3): δ 1.05 (d, 3H), 1.90 (br s, 3H), 2.10 (2 partially resolved s, 3H each), 2... Reactants: CCN=C=O, C1CCOC1, CN(C)c1ccncc1, Nc1n[nH]c2c1cnc1oc(-c3ccccc3)c(-c3ccccc3)c12. The product is CCNC(=O)Nc1n[nH]c2c1cnc1oc(-c3ccccc3)c(-c3ccccc3)c12. RXN SMILES: [CH2:26]([CH3:27])[N:28]=[C:29]=[O:30].[CH2:31]1[O:32][CH2:33][CH2:34][CH2:35]1.[CH3:36][N:37]([CH3:38])[c:39]1[cH:40][cH:41][n:42][cH:43][cH:44]1.[c:1]1(-[c:7]2[c:8](-[c:20]3[cH:21][cH:22][cH:23][cH:24][cH:25]3)[c:9]3[c:10]([n:11][cH:12][c:13]4[c:14]3[nH:15][n:16][c:17]4[NH2:18])[o:19]2)[cH:2][cH:3][cH:4][cH:5][cH:6]1>>[c:1]1(-[c:7]2[c:8](-[c:20]3[cH:21][cH:22][cH:23][cH:24][cH:25]3)[c:9]3[c:10]([n:11][cH:12][c:13]4[c:14]3[nH:15][n:16][c:17]4[NH:18][C:29]([NH:28][CH2:26][CH3:27])=[O:30])[o:19]2)[cH:2][cH:3][cH:4][cH:5][cH:6]1. Reactants: CC#N, Nc1ccc(-c2nnn[nH]2)cc1Cl, O=C=NC(=O)c1ccc(F)cc1Cl. The product is O=C(NC(=O)c1ccc(F)cc1Cl)Nc1ccc(-c2nnn[nH]2)cc1Cl. As a reaction SMILES: [CH3:27][C:28]#[N:29].[Cl:14][c:15]1[c:16]([NH2:26])[cH:17][cH:18][c:19](-[c:21]2[n:22][n:23][n:24][nH:25]2)[cH:20]1.[Cl:1][c:2]1[c:3]([C:4](=[O:5])[N:6]=[C:7]=[O:8])[cH:9][cH:10][c:11]([F:13])[cH:12]1>>[Cl:1][c:2]1[c:3]([C:4](=[O:5])[NH:6][C:7](=[O:8])[NH:26][c:16]2[c:15]([Cl:14])[cH:20][c:19](-[c:21]3[n:22][n:23][n:24][nH:25]3)[cH:18][cH:17]2)[cH:9][cH:10][c:11]([F:13])[cH:12]1. Reactants: C(C1=CC=CC=C1)OC(=O)N1[C@H]([C@H](CCC1)C(=O)OCC)CC1=CC=C(C=C1)OC (cis ethyl 1-benzyloxycarbonyl-2-(p-methoxybenzyl)-3-piperidinecarboxylate), [H-].[Al+3].[Li+].[H-].[H-].[H-] (lithium aluminum hydride). Solvent: O1CCCC1 (tetrahydrofuran). Product: CN1[C@H]([C@H](CCC1)CO)CC1=CC=C(C=C1)OC (cis-1-methyl-2-(p-methoxybenzyl)-3-piperidinemethanol). Reaction SMILES: C(O[C:9]([N:11]1[CH2:16][CH2:15][CH2:14][C@H:13]([C:17](OCC)=[O:18])[C@@H:12]1[CH2:22][C:23]1[CH:28]=[CH:27][C:26]([O:29][CH3:30])=[CH:25][CH:24]=1)=O)C1C=CC=CC=1.[H-].[Al+3].[Li+].[H-].[H-].[H-]>O1CCCC1>[CH3:9][N:11]1[CH2:16][CH2:15][CH2:14][C@H:13]([CH2:17][OH:18])[C@@H:12]1[CH2:22][C:23]1[CH:28]=[CH:27][C:26]([O:29][CH3:30])=[CH:25][CH:24]=1 |f:1.2.3.4.5.6|. Reported procedure: Reduction of 8.2 g. of cis ethyl 1-benzyloxycarbonyl-2-(p-methoxybenzyl)-3-piperidinecarboxylate with 1.52 g. of lithium aluminum hydride in 97 ml. of tetrahydrofuran yielded cis-1-methyl-2-(p-methoxybenzyl)-3-piperidinemethanol, isolated as its hydrochloride (in a yield of 2.8 g.), a white crystalline solid which melted at 185°-186°C. trans-1-Methyl-2-(p-methoxybenzyl)-3-piperidinemethanol, a white crystalline solid which melted at 66°-68°C., can be obtained in similar fashion. Reactants: ClCCCCN1C2=NC(=NC(=C2N=C1OC)N)O[C@H](CC)C (9-(4-Chlorobutyl)-8-(methyloxy)-2-{[(1S)-1-methylpropyl]oxy}-9H-purin-6-amine), FC(C(=O)O)(F)F.C[C@@H](CCC)NC1=NC(=C2N=C(N=C2N1)OC)N (N2-[(1S)-1-methylbutyl]-8-(methyloxy)-3H-purine-2,6-diamine trifluoroacetate), BrCCCCCl (1-bromo-4-chlorobutane). Yields the product ClCCCCN1C2=NC(=NC(=C2N=C1OC)N)N[C@H](CCC)C (9-(4-Chlorobutyl)-N2-[(1S)-1-methylbutyl]-8-(methyloxy)-9H-purine-2,6-diamine). Reaction SMILES: [Cl:1][CH2:2][CH2:3][CH2:4][CH2:5][N:6]1[C:14]([O:15][CH3:16])=[N:13][C:12]2[C:7]1=[N:8][C:9](O[C@@H](C)CC)=[N:10][C:11]=2[NH2:17].FC(F)(F)C(O)=O.[CH3:30][C@H:31]([NH:35]C1NC2C(N=C(OC)N=2)=C(N)N=1)[CH2:32][CH2:33][CH3:34].BrCCCCCl>>[Cl:1][CH2:2][CH2:3][CH2:4][CH2:5][N:6]1[C:14]([O:15][CH3:16])=[N:13][C:12]2[C:7]1=[N:8][C:9]([NH:35][C@@H:31]([CH3:30])[CH2:32][CH2:33][CH3:34])=[N:10][C:11]=2[NH2:17] |f:1.2|. Procedure details: Prepared similarly to Intermediate 44 from N2-[(1S)-1-methylbutyl]-8-(methyloxy)-3H-purine-2,6-diamine trifluoroacetate and 1-bromo-4-chlorobutane.